This data is from the Open Reaction Database (ORD), a public repository of structured organic reaction records. The task is: describe an organic reaction: reactants, conditions, products, and yield Starting materials: C(C)(C)(C)OC(=O)NC(C=1C=C(OCC2=CC=C(C(=O)O)C=C2)C=CC1)C1=CC=CC=C1 (4-((3-(((tert-butoxycarbonyl)amino)-(phenyl)methyl)phenoxy)methyl)benzoic acid), ClCCCC1OCCO1 (2-(3-chloropropyl)-1,3-dioxolane). Yields the product C(C)(C)(C)OC(=O)NC(C=1C=C(OCC2=CC=C(C(=O)OCCCC3OCCO3)C=C2)C=CC1)C1=CC=CC=C1 (3-(1,3-Dioxolan-2-yl)propyl 4-((3-(((tert-butoxycarbonyl)amino)(phenyl)-methyl)phenoxy)methyl)benzoate). RXN SMILES: [C:1]([O:5][C:6]([NH:8][CH:9]([C:27]1[CH:32]=[CH:31][CH:30]=[CH:29][CH:28]=1)[C:10]1[CH:11]=[C:12]([CH:24]=[CH:25][CH:26]=1)[O:13][CH2:14][C:15]1[CH:23]=[CH:22][C:18]([C:19]([OH:21])=[O:20])=[CH:17][CH:16]=1)=[O:7])([CH3:4])([CH3:3])[CH3:2].Cl[CH2:34][CH2:35][CH2:36][CH:37]1[O:41][CH2:40][CH2:39][O:38]1>>[C:1]([O:5][C:6]([NH:8][CH:9]([C:27]1[CH:32]=[CH:31][CH:30]=[CH:29][CH:28]=1)[C:10]1[CH:11]=[C:12]([CH:24]=[CH:25][CH:26]=1)[O:13][CH2:14][C:15]1[CH:23]=[CH:22][C:18]([C:19]([O:21][CH2:34][CH2:35][CH2:36][CH:37]2[O:41][CH2:40][CH2:39][O:38]2)=[O:20])=[CH:17][CH:16]=1)=[O:7])([CH3:4])([CH3:2])[CH3:3]. Procedure: The title compound was prepared from 4-((3-(((tert-butoxycarbonyl)amino)-(phenyl)methyl)phenoxy)methyl)benzoic acid and 2-(3-chloropropyl)-1,3-dioxolane according to the method of Chiral Example 5 Step 1. Reactants: Cn1c(-c2cc(Br)ccc2F)nc2ccccc21, CC(C)(C)OC(=O)N1CCNCC1, O=C([O-])[O-], CCOC(C)=O, [Cs+], [Cs+]. The product is Cn1c(-c2cc(N3CCN(C(=O)OC(C)(C)C)CC3)ccc2F)nc2ccccc21. RXN SMILES: [Br:1][c:2]1[cH:3][cH:4][c:5]([F:18])[c:6](-[c:8]2[n:9][c:10]3[c:11]([n:12]2[CH3:13])[cH:14][cH:15][cH:16][cH:17]3)[cH:7]1.[C:19]([CH3:20])([CH3:21])([CH3:22])[O:23][C:24](=[O:25])[N:26]1[CH2:27][CH2:28][NH:29][CH2:30][CH2:31]1.[C:32](=[O:33])([O-:34])[O-:35].[CH3:38][CH2:39][O:40][C:41]([CH3:42])=[O:43].[Cs+:36].[Cs+:37]>>[c:2]1([N:29]2[CH2:28][CH2:27][N:26]([C:24]([O:23][C:19]([CH3:20])([CH3:21])[CH3:22])=[O:25])[CH2:31][CH2:30]2)[cH:3][cH:4][c:5]([F:18])[c:6](-[c:8]2[n:9][c:10]3[c:11]([n:12]2[CH3:13])[cH:14][cH:15][cH:16][cH:17]3)[cH:7]1. Starting materials: COC(=O)C(CSc1ccc([N+](=O)[O-])cc1)NC(=O)OC(C)(C)C, COc1ccccc1, O=C(O)C(F)(F)F. Product: COC(=O)C(N)CSc1ccc([N+](=O)[O-])cc1. As a reaction SMILES: [CH3:1][O:2][C:3]([CH:4]([NH:5][C:6]([O:7][C:8]([CH3:9])([CH3:10])[CH3:11])=[O:12])[CH2:13][S:14][c:15]1[cH:16][cH:17][c:18]([N+:21](=[O:22])[O-:23])[cH:19][cH:20]1)=[O:24].[CH3:32][O:33][c:34]1[cH:35][cH:36][cH:37][cH:38][cH:39]1.[F:25][C:26]([F:27])([F:28])[C:29]([OH:30])=[O:31]>>[CH3:1][O:2][C:3]([CH:4]([NH2:5])[CH2:13][S:14][c:15]1[cH:16][cH:17][c:18]([N+:21](=[O:22])[O-:23])[cH:19][cH:20]1)=[O:24]. The reactants are FC(F)(F)c1ccc(Br)cc1, C#CCO, [Cu]I, C1CCC2=NCCCN2CC1, C1CCOC1, Cl[Pd]Cl, c1ccc(P(c2ccccc2)c2ccccc2)cc1, c1ccc(P(c2ccccc2)c2ccccc2)cc1. The product is OCC#Cc1ccc(C(F)(F)F)cc1. As a reaction SMILES: [Br:1][c:2]1[cH:3][cH:4][c:5]([C:8]([F:9])([F:10])[F:11])[cH:6][cH:7]1.[CH2:23]([C:24]#[CH:25])[OH:26].[Cu:32][I:33].[N:12]12[CH2:13][CH2:14][CH2:15][N:16]=[C:17]1[CH2:18][CH2:19][CH2:20][CH2:21][CH2:22]2.[O:27]1[CH2:28][CH2:29][CH2:30][CH2:31]1.[Pd:34]([Cl:35])[Cl:36].[c:37]1([P:38]([c:39]2[cH:40][cH:41][cH:42][cH:43][cH:44]2)[c:45]2[cH:46][cH:47][cH:48][cH:49][cH:50]2)[cH:51][cH:52][cH:53][cH:54][cH:55]1.[c:56]1([P:57]([c:58]2[cH:59][cH:60][cH:61][cH:62][cH:63]2)[c:64]2[cH:65][cH:66][cH:67][cH:68][cH:69]2)[cH:70][cH:71][cH:72][cH:73][cH:74]1>>[c:2]1([C:25]#[C:24][CH2:23][OH:26])[cH:3][cH:4][c:5]([C:8]([F:9])([F:10])[F:11])[cH:6][cH:7]1. Reactants: ClCC1=NC=CC=C1C (2-chloromethyl-3-methylpyridine), ClC1=CC(=CC=C1)C(=O)OO (m-chloroperbenzoic acid). Solvent: C(Cl)Cl (methylene chloride), C(Cl)Cl (methylene chloride). Yields the product ClCC1=[N+](C=CC=C1C)[O-] (2-chloromethyl-3-methyl-pyridine 1-oxide). Reaction SMILES: [Cl:1][CH2:2][C:3]1[C:8]([CH3:9])=[CH:7][CH:6]=[CH:5][N:4]=1.ClC1C=CC=C(C(OO)=[O:18])C=1>C(Cl)Cl>[Cl:1][CH2:2][C:3]1[C:8]([CH3:9])=[CH:7][CH:6]=[CH:5][N+:4]=1[O-:18]. Reported procedure: A solution of 24 g (0.17 mol) of 2-chloromethyl-3-methylpyridine in 200 ml of methylene chloride ls treated while cooling with ice with a solution of 44 g (0.25 mol) of m-chloroperbenzoic acid in 200 ml of methylene chloride. The reaction mixture is heated under reflux for 2 hours and concentrated in a rotary evaporator. The residue is chromatographed on silica gel with ethyl acetate/methylene chloride (3:1) as the elution agent, the medium pressure flash chromatography method being used and the... Reactants: ClC1=NC(=C2N=CNC2=N1)NCC(C1=CC=CC=C1)C1=CC=CC=C1 ((2-Chloro-9H-purin-6-yl)-(2,2-diphenyl-ethyl)-amine), ClC1=NC(=C2N=CN(C2=N1)[C@H]1[C@@H]([C@@H]([C@H](C1)NC(CCC1=CC=CC=C1)=O)O)O)NCC(C1=CC=CC=C1)C1=CC=CC=C1 (N-{(1S,2R,3S,4R)-4-[2-chloro-6-(2,2-diphenyl-ethylamino)-purin-9-yl]-2,3-dihydroxy-cyclopentyl}-3-phenyl-propionamide), N1C[C@@H](CC1)N ((R)-pyrrolidin-3-ylamine), [I-].[Na+] (sodium iodide), N[C@H]1CN(CC1)C1=NC(=C2N=CN(C2=N1)[C@H]1[C@@H]([C@@H]([C@H](C1)NC(CC1=CC=CC=C1)=O)O)O)NCC(C1=CC=CC=C1)C1=CC=CC=C1 (N-{(1S,2R,3S,4R)-4-[2-((R)-3-Amino-pyrrolidin-1-yl)-6-(2,2-diphenyl-ethylamino)-purin-9-yl]-2,3-dihydroxy-cyclopentyl}-2-phenyl-acetamide). Yields the product N[C@H]1CN(CC1)C1=NC(=C2N=CN(C2=N1)[C@H]1[C@@H]([C@@H]([C@H](C1)NC(CCC1=CC=CC=C1)=O)O)O)NCC(C1=CC=CC=C1)C1=CC=CC=C1 (N-{(1S,2R,3S,4R)-4-[2-((R)-3-Amino-pyrrolidin-1-yl)-6-(2,2-diphenyl-ethylamino)-purin-9-yl]-2,3-dihydroxy-cyclopentyl}-3-phenyl-propionamide). Reaction SMILES: Cl[C:2]1[N:10]=[C:9]2[C:5]([N:6]=CN2)=[C:4](NCC(C2C=CC=CC=2)C2C=CC=CC=2)N=1.Cl[C:27]1[N:35]=[C:34]2[C:30]([N:31]=[CH:32][N:33]2[C@@H:36]2[CH2:40][C@H:39]([NH:41][C:42](=[O:51])[CH2:43][CH2:44][C:45]3[CH:50]=[CH:49][CH:48]=[CH:47][CH:46]=3)[C@@H:38]([OH:52])[C@H:37]2[OH:53])=[C:29]([NH:54][CH2:55][CH:56]([C:63]2[CH:68]=[CH:67][CH:66]=[CH:65][CH:64]=2)[C:57]2[CH:62]=[CH:61][CH:60]=[CH:59][CH:58]=2)[N:28]=1.N1CC[C@@H](N)C1.[I-].[Na+].N[C@@H]1CCN(C2N=C3C(N=CN3[C@@H]3C[C@H](NC(=O)CC4C=CC=CC=4)[C@@H](O)[C@H]3O)=C(NCC(C3C=CC=CC=3)C3C=CC=CC=3)N=2)C1>>[NH2:6][C@@H:5]1[CH2:4][CH2:2][N:10]([C:27]2[N:35]=[C:34]3[C:30]([N:31]=[CH:32][N:33]3[C@@H:36]3[CH2:40][C@H:39]([NH:41][C:42](=[O:51])[CH2:43][CH2:44][C:45]4[CH:50]=[CH:49][CH:48]=[CH:47][CH:46]=4)[C@@H:38]([OH:52])[C@H:37]3[OH:53])=[C:29]([NH:54][CH2:55][CH:56]([C:57]3[CH:62]=[CH:61][CH:60]=[CH:59][CH:58]=3)[C:63]3[CH:68]=[CH:67][CH:66]=[CH:65][CH:64]=3)[N:28]=2)[CH2:9]1 |f:3.4|. Procedure: The title compound is prepared using a method that is analogous to that used to prepare the compound of Example 22 using N-{(1S,2R,3S,4R)-4-[2-chloro-6-(2,2-diphenyl-ethylamino)-purin-9-yl]-2,3-dihydroxy-cyclopentyl}-3-phenyl-propionamide, (R)-pyrrolidin-3-ylamine (34 mg, 0.4 mmol) and sodium iodide (6 mg, 0.04 mmol) to give a mixture of two regioisomers which are purified by reverse phase column chromatography (Isolute™ C18, 0-100% acetonitrile in water—0.1% TFA) to give a product which is pred... RXN SMILES: [NH2:1][c:2]1[cH:3][c:4]([OH:9])[n:5][c:6]([CH3:8])[n:7]1.[O:10]=[CH:11][N:12]([CH3:13])[CH3:14].[P:15]([Cl:16])([Cl:17])([Cl:18])=[O:19]>>[NH2:1][c:2]1[cH:3][c:4]([Cl:17])[n:5][c:6]([CH3:8])[n:7]1. Starting materials: Cc1nc(N)cc(O)n1, CN(C)C=O, O=P(Cl)(Cl)Cl. Product: Cc1nc(N)cc(Cl)n1. Starting materials: O=C([O-])[O-], COc1cc([N+](=O)[O-])c(F)cc1C(OC)OC, CN(C)C=O, [Cl-], [Cs+], [Cs+], NC(=O)c1sc(N)nc1-c1cccc(Cl)c1, [NH4+]. The product is COc1cc([N+](=O)[O-])c(Nc2nc(-c3cccc(Cl)c3)c(C(N)=O)s2)cc1C(OC)OC. As a reaction SMILES: [C:34](=[O:35])([O-:36])[O-:37].[CH3:1][O:2][CH:3]([c:4]1[c:5]([O:14][CH3:15])[cH:6][c:7]([N+:11](=[O:12])[O-:13])[c:8]([F:10])[cH:9]1)[O:16][CH3:17].[CH3:42][N:43]([CH3:44])[CH:45]=[O:46].[Cl-:40].[Cs+:38].[Cs+:39].[NH2:18][c:19]1[s:20][c:21]([C:31](=[O:32])[NH2:33])[c:22](-[c:24]2[cH:25][c:26]([Cl:30])[cH:27][cH:28][cH:29]2)[n:23]1.[NH4+:41]>>[CH3:1][O:2][CH:3]([c:4]1[c:5]([O:14][CH3:15])[cH:6][c:7]([N+:11](=[O:12])[O-:13])[c:8]([NH:18][c:19]2[s:20][c:21]([C:31](=[O:32])[NH2:33])[c:22](-[c:24]3[cH:25][c:26]([Cl:30])[cH:27][cH:28][cH:29]3)[n:23]2)[cH:9]1)[O:16][CH3:17]. Reactants: N1N=CC=C1 (pyrazole), [H-].[Na+] (sodium hydride), ClC1=NC(=C(C(=O)NC2=CC(=C(C=C2)Cl)C2=NC=CC=C2)C=C1)C (6-chloro-N-(4-chloro-3-(pyridin-2-yl)phenyl)-2-methylnicotinamide). Run in CN(C)C=O (DMF). Conditions: temperature 140 celsius, time 10 minute. Yields the product ClC1=C(C=C(C=C1)NC(C1=C(N=C(C=C1)N1N=CC=C1)C)=O)C1=NC=CC=C1 (N-(4-chloro-3-(pyridin-2-yl)phenyl)-2-methyl-6-(1H-pyrazol-1-yl)nicotinamide). Reaction SMILES: [NH:1]1[CH:5]=[CH:4][CH:3]=[N:2]1.[H-].[Na+].Cl[C:9]1[CH:30]=[CH:29][C:12]([C:13]([NH:15][C:16]2[CH:21]=[CH:20][C:19]([Cl:22])=[C:18]([C:23]3[CH:28]=[CH:27][CH:26]=[CH:25][N:24]=3)[CH:17]=2)=[O:14])=[C:11]([CH3:31])[N:10]=1>CN(C=O)C>[Cl:22][C:19]1[CH:20]=[CH:21][C:16]([NH:15][C:13](=[O:14])[C:12]2[CH:29]=[CH:30][C:9]([N:1]3[CH:5]=[CH:4][CH:3]=[N:2]3)=[N:10][C:11]=2[CH3:31])=[CH:17][C:18]=1[C:23]1[CH:28]=[CH:27][CH:26]=[CH:25][N:24]=1 |f:1.2|. Procedure: A mixture of 52 mg of pyrazole and 18 mg of sodium hydride in 2 mL of DMF were stirred for 10 min. 90 mg of 6-chloro-N-(4-chloro-3-(pyridin-2-yl)phenyl)-2-methylnicotinamide was added. The reaction was heated to 140° C. for 5 h. The reaction mixture was quenched with MeOH and evaporated. Purified by reverse phase HPLC to yield N-(4-chloro-3-(pyridin-2-yl)phenyl)-2-methyl-6-(1H-pyrazol-1-yl)nicotinamide. MS (Q1) 390.0 (M)+.